From a dataset of the Open Reaction Database (ORD), a public repository of structured organic reaction records. describe an organic reaction: reactants, conditions, products, and yield The reactants are [Al+3], O=C(C1CCNCC1)N(Cc1ccccc1)Cc1ccccc1, [H-], [H-], [H-], [H-], [Li+], [Na+], C1CCOC1, [OH-], O. The product is c1ccc(CN(Cc2ccccc2)CC2CCNCC2)cc1. As a reaction SMILES: [Al+3:2].[CH2:7]([c:8]1[cH:9][cH:10][cH:11][cH:12][cH:13]1)[N:14]([C:15](=[O:16])[CH:17]1[CH2:18][CH2:19][NH:20][CH2:21][CH2:22]1)[CH2:23][c:24]1[cH:25][cH:26][cH:27][cH:28][cH:29]1.[H-:1].[H-:4].[H-:5].[H-:6].[Li+:3].[Na+:32].[O:33]1[CH2:34][CH2:35][CH2:36][CH2:37]1.[OH-:31].[OH2:30]>>[CH2:7]([c:8]1[cH:9][cH:10][cH:11][cH:12][cH:13]1)[N:14]([CH2:15][CH:17]1[CH2:18][CH2:19][NH:20][CH2:21][CH2:22]1)[CH2:23][c:24]1[cH:25][cH:26][cH:27][cH:28][cH:29]1.